The task is: describe an organic reaction: reactants, conditions, products, and yield. This data is from the Open Reaction Database (ORD), a public repository of structured organic reaction records. The reactants are CN1CCOCC1, CN1CCNCC1, O=C(O)c1ccc(Nc2nccc(-c3c[nH]nc3-c3ccc(Cl)cc3)n2)cc1, [Na+], O=C([O-])O, CN(C)C=O. The product is CN1CCN(C(=O)c2ccc(Nc3nccc(-c4c[nH]nc4-c4ccc(Cl)cc4)n3)cc2)CC1. Reaction SMILES: [CH3:29][N:30]1[CH2:31][CH2:32][O:33][CH2:34][CH2:35]1.[CH3:36][N:37]1[CH2:38][CH2:39][NH:40][CH2:41][CH2:42]1.[Cl:1][c:2]1[cH:3][cH:4][c:5](-[c:8]2[n:9][nH:10][cH:11][c:12]2-[c:13]2[n:14][c:15]([NH:19][c:20]3[cH:21][cH:22][c:23]([C:24](=[O:25])[OH:26])[cH:27][cH:28]3)[n:16][cH:17][cH:18]2)[cH:6][cH:7]1.[Na+:47].[O-:43][C:44]([OH:45])=[O:46].[O:48]=[CH:49][N:50]([CH3:51])[CH3:52]>>[Cl:1][c:2]1[cH:3][cH:4][c:5](-[c:8]2[n:9][nH:10][cH:11][c:12]2-[c:13]2[n:14][c:15]([NH:19][c:20]3[cH:21][cH:22][c:23]([C:24](=[O:26])[N:40]4[CH2:39][CH2:38][N:37]([CH3:36])[CH2:42][CH2:41]4)[cH:27][cH:28]3)[n:16][cH:17][cH:18]2)[cH:6][cH:7]1.